From a dataset of the Open Reaction Database (ORD), a public repository of structured organic reaction records. describe an organic reaction: reactants, conditions, products, and yield The reactants are [BH4-], CC(C)(C)c1ccc(C=O)cc1, CO, NCCc1ccc(Cl)c(Cl)c1, Cl, [Na+]. Yields the product CC(C)(C)c1ccc(CNCCc2ccc(Cl)c(Cl)c2)cc1. RXN SMILES: [BH4-:24].[C:1]([CH3:2])([CH3:3])([CH3:4])[c:5]1[cH:6][cH:7][c:8]([CH:9]=[O:10])[cH:11][cH:12]1.[CH3:27][OH:28].[Cl:13][c:14]1[cH:15][c:16]([CH2:21][CH2:22][NH2:23])[cH:17][cH:18][c:19]1[Cl:20].[ClH:26].[Na+:25]>>[C:1]([CH3:2])([CH3:3])([CH3:4])[c:5]1[cH:6][cH:7][c:8]([CH2:9][NH:23][CH2:22][CH2:21][c:16]2[cH:15][c:14]([Cl:13])[c:19]([Cl:20])[cH:18][cH:17]2)[cH:11][cH:12]1. Reactants: C#CCO, CN(C)C=O, Fc1cccc(-c2cc(Cl)ncn2)c1, [H-], [Na+], O. The product is C#CCOc1cc(-c2cccc(F)c2)ncn1. RXN SMILES: [CH2:15]([C:16]#[CH:17])[OH:18].[CH3:22][N:23]([CH3:24])[CH:25]=[O:26].[Cl:1][c:2]1[n:3][cH:4][n:5][c:6](-[c:8]2[cH:9][c:10]([F:14])[cH:11][cH:12][cH:13]2)[cH:7]1.[H-:19].[Na+:20].[OH2:21]>>[c:2]1([O:18][CH2:15][C:16]#[CH:17])[n:3][cH:4][n:5][c:6](-[c:8]2[cH:9][c:10]([F:14])[cH:11][cH:12][cH:13]2)[cH:7]1. Starting materials: C(C)(C)(C)OC(=O)NC(COCC=1C=C(C(=O)O)C=C(C1)C1(CCCC1)C#N)(CC1=CC=CC=C1)C (3-((2-tert-butoxycarbonylamino-2-methyl-3-phenylpropoxy)methyl)-5-(1-cyanocyclopentyl)benzoic acid), ClC=1C=C(C=CC1)C(C)N (1-(3-chlorophenyl)ethanamine). Product: NC(COCC=1C=C(C(=O)NC(C)C2=CC(=CC=C2)Cl)C=C(C1)C1(CCCC1)C#N)(CC1=CC=CC=C1)C (3-((2-Amino-2-methyl-3-phenylpropoxy)methyl)-N-(1-(3-chlorophenyl)ethyl)-5-(1-cyanocyclopentyl)benzamide). Reaction SMILES: C(OC([NH:8][C:9]([CH3:36])([CH2:29][C:30]1[CH:35]=[CH:34][CH:33]=[CH:32][CH:31]=1)[CH2:10][O:11][CH2:12][C:13]1[CH:14]=[C:15]([CH:19]=[C:20]([C:22]2([C:27]#[N:28])[CH2:26][CH2:25][CH2:24][CH2:23]2)[CH:21]=1)[C:16]([OH:18])=O)=O)(C)(C)C.[Cl:37][C:38]1[CH:39]=[C:40]([CH:44]([NH2:46])[CH3:45])[CH:41]=[CH:42][CH:43]=1>>[NH2:8][C:9]([CH3:36])([CH2:29][C:30]1[CH:35]=[CH:34][CH:33]=[CH:32][CH:31]=1)[CH2:10][O:11][CH2:12][C:13]1[CH:14]=[C:15]([CH:19]=[C:20]([C:22]2([C:27]#[N:28])[CH2:23][CH2:24][CH2:25][CH2:26]2)[CH:21]=1)[C:16]([NH:46][CH:44]([C:40]1[CH:41]=[CH:42][CH:43]=[C:38]([Cl:37])[CH:39]=1)[CH3:45])=[O:18]. Reported procedure: Prepared from 3-((2-tert-butoxycarbonylamino-2-methyl-3-phenylpropoxy)methyl)-5-(1-cyanocyclopentyl)benzoic acid and 1-(3-chlorophenyl)ethanamine using a similar procedure as described for the preparation of Example 20. HRMS ES calculated for C32H36ClN3O2: 530.2569, found: 530.2565. Reactants: N1(C=NC=C1)C1=CC=C(C=C1)NCCC (4-(1H-imidazol-1-yl)-N-propylbenzenamine), C12C(CCCC1)C(=O)OC2=O (1,2-cyclohexanedicarboxylic acid anhydride). The product is N1(C=NC=C1)C1=CC=C(C=C1)N(C(=O)C1C(CCCC1)C(=O)O)CCC (2-[[[4-(1H-imidazol-1-yl)phenyl](propyl)amino]carbonyl]-cyclohexane carboxylic acid). As a reaction SMILES: [N:1]1([C:6]2[CH:11]=[CH:10][C:9]([NH:12][CH2:13][CH2:14][CH3:15])=[CH:8][CH:7]=2)[CH:5]=[CH:4][N:3]=[CH:2]1.[CH:16]12[C:25](=[O:26])[O:24][C:22](=[O:23])[CH:17]1[CH2:18][CH2:19][CH2:20][CH2:21]2>>[N:1]1([C:6]2[CH:11]=[CH:10][C:9]([N:12]([CH2:13][CH2:14][CH3:15])[C:22]([CH:17]3[CH2:18][CH2:19][CH2:20][CH2:21][CH:16]3[C:25]([OH:24])=[O:26])=[O:23])=[CH:8][CH:7]=2)[CH:5]=[CH:4][N:3]=[CH:2]1. Procedure details: In a manner similar to Preparation 6, react 4-(1H-imidazol-1-yl)-N-propylbenzenamine with 1,2-cyclohexanedicarboxylic acid anhydride to obtain the title compound. Reactants: BrB(Br)Br, O=C([O-])O, ClCCl, COc1ccc2[nH]c(C(F)(F)F)cc2c1, [Na+]. The product is Oc1ccc2[nH]c(C(F)(F)F)cc2c1. As a reaction SMILES: [B:16]([Br:17])([Br:18])[Br:19].[C:20](=[O:21])([O-:22])[OH:23].[CH2:25]([Cl:26])[Cl:27].[CH3:1][O:2][c:3]1[cH:4][c:5]2[cH:6][c:7]([C:12]([F:13])([F:14])[F:15])[nH:8][c:9]2[cH:10][cH:11]1.[Na+:24]>>[OH:2][c:3]1[cH:4][c:5]2[cH:6][c:7]([C:12]([F:13])([F:14])[F:15])[nH:8][c:9]2[cH:10][cH:11]1. The reactants are O1C(CC=C1)C(=O)O (2,3-dihydrofuran-2-carboxylic acid), C[Si]([N-][Si](C)(C)C)(C)C.[K+] (potassium hexamethyldisilazide), C1C(CCC2=CC=CC=C12)C(=O)O (1,2,3,4-tetrahydro-2-naphthoic acid), CC(C)([O-])C.[K+] (potassium tert-butoxide). Run in O1CCCC1 (tetrahydrofuran). Product: CC1(CC2=CC=CC=C2CC1)C(=O)O (2-Methyl-1,2,3,4-tetrahydro-2-naphthoic acid). RXN SMILES: O1C=CC[CH:2]1C(O)=O.[CH2:9]1[C:18]2[C:13](=[CH:14][CH:15]=[CH:16][CH:17]=2)[CH2:12][CH2:11][CH:10]1[C:19]([OH:21])=[O:20].CC(C)([O-])C.[K+].C[Si](C)(C)[N-][Si](C)(C)C.[K+]>O1CCCC1>[CH3:2][C:10]1([C:19]([OH:21])=[O:20])[CH2:11][CH2:12][C:13]2[C:18](=[CH:17][CH:16]=[CH:15][CH:14]=2)[CH2:9]1 |f:2.3,4.5|. Procedure: The title compound was prepared following the procedures described for Reference Example 5 substituting 2,3-dihydrofuran-2-carboxylic acid with 1,2,3,4-tetrahydro-2-naphthoic acid at Step A and potassium tert-butoxide in tetrahydrofuran with potassium hexamethyldisilazide (0.5 M in toluene) at Step B. 1H NMR (500 MHz, CD3OD): δ 7.12-7.0 (m, 4H), 3.71 (d, 1H), 3.22 (d, 1H), 2.84 (t, 1H), 2.65 (d, 1H), 2.17 (m, 1H), 1.77 (m, 1H), 1.28 (s, 3H). Reactants: OC(CNC(C1=C(C(=CC(=C1)F)C(F)(F)F)O)=O)C1OC(OC1)(C)C (5-fluoro-2-hydroxy-3-(trifluoromethyl)-benzoic acid-[2-hydroxy-2-(2,2-dimethyl-1,3-dioxolan-4-yl)-ethylamide]), O (water). The solvent is CO (methanol). The product is OC(CNC(C1=C(C(=CC(=C1)F)C(F)(F)F)O)=O)C(CO)O (5-Fluoro-2-hydroxy-3-(trifluoromethyl)-benzoic acid-(2,3,4-trihydroxy-butyl)amide). RXN SMILES: [OH:1][CH:2]([CH:19]1[CH2:23][O:22]C(C)(C)[O:20]1)[CH2:3][NH:4][C:5](=[O:18])[C:6]1[CH:11]=[C:10]([F:12])[CH:9]=[C:8]([C:13]([F:16])([F:15])[F:14])[C:7]=1[OH:17].O>CO>[OH:1][CH:2]([CH:19]([OH:20])[CH2:23][OH:22])[CH2:3][NH:4][C:5](=[O:18])[C:6]1[CH:11]=[C:10]([F:12])[CH:9]=[C:8]([C:13]([F:15])([F:16])[F:14])[C:7]=1[OH:17]. Procedure: 6.86 g (15 mmol) of 5-fluoro-2-hydroxy-3-(trifluoromethyl)-benzoic acid-[2-hydroxy-2-(2,2-dimethyl-1,3-dioxolan-4-yl)-ethylamide] is dissolved in 30 ml of methanol, 30 ml of water and 300 mg of cation exchanger Amberlyst 15 are added and refluxed for 2 hours. The ion exchanger is then filtered off, 250 mg of palladium-carbon (10%) is added to the filtrate and hydrogenated for 1 hour at normal pressure. The catalyst is then filtered off, the filtrate is evaporated to dryness in a vacuum and the r... Reactants: FC(C(=O)O)(F)F (Trifluoroacetic acid), C(C)(C)(C)S(=O)NC(C)C1=CN=C2N1C[C@@H](CC[C@H]2NC(OC(C)(C)C)=O)C2=C(C(=CC=C2)F)F (tert-butyl [(6S,9R)-3-{1-[(tert-butylsulfinyl)amino]ethyl}-6-(2,3-difluorophenyl)-6,7,8,9-tetrahydro-5H-imidazo[1,2-a]azepin-9-yl]carbamate), C([O-])(O)=O.[Na+] (sodium bicarbonate). Solvent: ClCCl (dichloromethane). Conditions: time 1.5 hour. Product: N[C@H]1C=2N(C[C@@H](CC1)C1=C(C(=CC=C1)F)F)C(=CN2)C(C)NS(=O)C(C)(C)C (N-{1-[(6S,9R)-9-Amino-6-(2,3-difluorophenyl)-6,7,8,9-tetrahydro-5H-imidazo[1,2-a]azepin-3-yl]ethyl}-2-methylpropane-2-sulfinamide). As a reaction SMILES: FC(F)(F)C(O)=O.[C:8]([S:12]([NH:14][CH:15]([C:17]1[N:21]2[CH2:22][C@H:23]([C:35]3[CH:40]=[CH:39][CH:38]=[C:37]([F:41])[C:36]=3[F:42])[CH2:24][CH2:25][C@@H:26]([NH:27]C(=O)OC(C)(C)C)[C:20]2=[N:19][CH:18]=1)[CH3:16])=[O:13])([CH3:11])([CH3:10])[CH3:9].C(=O)(O)[O-].[Na+]>ClCCl>[NH2:27][C@@H:26]1[CH2:25][CH2:24][C@@H:23]([C:35]2[CH:40]=[CH:39][CH:38]=[C:37]([F:41])[C:36]=2[F:42])[CH2:22][N:21]2[C:17]([CH:15]([NH:14][S:12]([C:8]([CH3:9])([CH3:11])[CH3:10])=[O:13])[CH3:16])=[CH:18][N:19]=[C:20]12 |f:2.3|. Reported procedure: Trifluoroacetic acid (1 mL, 13.5 mmol) was added to a solution of tert-butyl [(6S,9R)-3-{1-[(tert-butylsulfinyl)amino]ethyl}-6-(2,3-difluorophenyl)-6,7,8,9-tetrahydro-5H-imidazo[1,2-a]azepin-9-yl]carbamate (144 mg, 0.28 mmol) in dichloromethane (5 mL). After 1.5 h, saturated aqueous sodium bicarbonate was added and the mixture was extracted with dichloromethane (3×). The combined organic extracts were washed with saturated brine, dried over magnesium sulfate, filtered and concentrated. MS 411.1 ... Conditions: temperature -78 celsius, time 2 hour. The reactants are BrC1=C(C=CC=C1OCC)C1OCCO1 (2-(2-bromo-3-ethoxyphenyl)-1,3-dioxolane), [Li]CCCC (n-BuLi), B(OC(C)C)(OC(C)C)OC(C)C (triisopropyl borate). Reported procedure: To the solution of 2-(2-bromo-3-ethoxyphenyl)-1,3-dioxolane (132 g, 0.48 mol) in anhydrous THF (500 mL) was dropwise added n-BuLi (2.5 M in THF, 386 mL, 0.97 mol) at −78° C. under nitrogen protection. The mixture was stirred at −78° C. for 2 h and then triisopropyl borate (227 mL, 0.97 mol) was dropwise added. The resulting mixture was stirred at this temperature for 4 h. After the reaction was quenched by adding saturated aqueous NH4Cl solution (200 mL), the resulting mixture was extracted with... Reaction SMILES: Br[C:2]1[C:7]([O:8][CH2:9][CH3:10])=[CH:6][CH:5]=[CH:4][C:3]=1[CH:11]1[O:15][CH2:14][CH2:13][O:12]1.[Li]CCCC.[B:21](OC(C)C)([O:26][CH:27]([CH3:29])[CH3:28])[O:22][CH:23]([CH3:25])[CH3:24]>C1COCC1>[O:12]1[CH2:13][CH2:14][O:15][CH:11]1[C:3]1[CH:4]=[CH:5][CH:6]=[C:7]([O:8][CH2:9][CH3:10])[C:2]=1[B:21]([O:26][CH:27]([CH3:29])[CH3:28])[O:22][CH:23]([CH3:25])[CH3:24]. Yields the product O1C(OCC1)C1=C(C(=CC=C1)OCC)B(OC(C)C)OC(C)C (Diisopropyl 2-(1,3-dioxolan-2-yl)-6-ethoxyphenylboronate). Isolated yield 87.9%. The solvent is C1CCOC1 (THF).